From a dataset of the Open Reaction Database (ORD), a public repository of structured organic reaction records. describe an organic reaction: reactants, conditions, products, and yield Reactants: ( a ), C(C=C)(=O)OCCCC (butyl acrylate), C(CCC)OCCO (2-butoxyethanol), C=CC1=CC=CC=C1 (styrene). Run in mineral spirits. The product is C=CC1=CC=CC=C1.C(C=C)(=O)OCCCC (Styrene Butyl Acrylate). RXN SMILES: C(OCCO)CCC.[CH2:9]=[CH:10][C:11]1[CH:16]=[CH:15][CH:14]=[CH:13][CH:12]=1.[C:17]([O:21][CH2:22][CH2:23][CH2:24][CH3:25])(=[O:20])[CH:18]=[CH2:19]>>[CH2:9]=[CH:10][C:11]1[CH:16]=[CH:15][CH:14]=[CH:13][CH:12]=1.[C:17]([O:21][CH2:22][CH2:23][CH2:24][CH3:25])(=[O:20])[CH:18]=[CH2:19] |f:3.4|. Reported procedure: The procedure described in part (a) of example 21 is repeated using 1076 g of 2-butoxyethanol, 1780 g of styrene, 730 g of butyl acrylate (BA), an initial charge of 179.2 g of 75% t-BP (in mineral spirits) and a final charge of 17.9 g thereof, a monomer feed time of 4.5 hours and a polymerization temperature of 150° C. The reactants are O1CCCC1 (tetrahydrofuran), ClC=1C=C(C(=O)O)C=CN1 (2-chloroisonicotinic acid). The solvent is C(C)(=O)OCC (ethyl acetate). Run at time 2.5 day. Yields the product ClC1=NC=CC(=C1)CO ((2-chloro-4-pyridinyl)methanol). Isolated yield 908.5%. As a reaction SMILES: O1CCCC1.[Cl:6][C:7]1[CH:8]=[C:9]([CH:13]=[CH:14][N:15]=1)[C:10](O)=[O:11]>C(OCC)(=O)C>[Cl:6][C:7]1[CH:8]=[C:9]([CH2:10][OH:11])[CH:13]=[CH:14][N:15]=1. Procedure details: Borane-dimethyl sulfide complex (14.30 mL, 14.30 mmols) was added to tetrahydrofuran solution of 2-chloroisonicotinic acid (17.56 g, 11.5 mmols) under cooling with ice, and stirred at room temperature for 2.5 days, followed by further an hour's stirring at 50° C. Cooling the reaction liquid to room temperature, ethyl acetate was added, followed by washing with saturated aqueous ammonium chloride solution and saturated brine and drying over anhydrous sodium sulfate. Concentrating the solvent unde...